This data is from the Open Reaction Database (ORD), a public repository of structured organic reaction records. The task is: describe an organic reaction: reactants, conditions, products, and yield Reactants: BrC=1C=CC(=C(CN(CC)C2=NC=C(C=C2)C(=O)OC)C1)OCCC (methyl 2-[N-(5-bromo-2-propoxybenzyl)-N-ethylamino]pyridine-5-carboxylate), [OH-].[Na+] (sodium hydroxide). The solvent is C1CCOC1 (THF), CO (methanol). Conditions: temperature 40 celsius. The product is BrC=1C=CC(=C(CN(CC)C2=NC=C(C=C2)C(=O)O)C1)OCCC (2-[N-(5-Bromo-2-propoxybenzyl)-N-ethylamino]pyridine-5-carboxylic acid). Isolated yield 87.7%. RXN SMILES: [Br:1][C:2]1[CH:3]=[CH:4][C:5]([O:22][CH2:23][CH2:24][CH3:25])=[C:6]([CH:21]=1)[CH2:7][N:8]([C:11]1[CH:16]=[CH:15][C:14]([C:17]([O:19]C)=[O:18])=[CH:13][N:12]=1)[CH2:9][CH3:10].[OH-].[Na+]>C1COCC1.CO>[Br:1][C:2]1[CH:3]=[CH:4][C:5]([O:22][CH2:23][CH2:24][CH3:25])=[C:6]([CH:21]=1)[CH2:7][N:8]([C:11]1[CH:16]=[CH:15][C:14]([C:17]([OH:19])=[O:18])=[CH:13][N:12]=1)[CH2:9][CH3:10] |f:1.2|. Procedure details: A solution of methyl 2-[N-(5-bromo-2-propoxybenzyl)-N-ethylamino]pyridine-5-carboxylate (reference example 1) (0.12 g, 0.29 mmol) in THF (3 ml) and methanol (3 ml) was treated with aqueous sodium hydroxide (1N, 1.8 ml). The reaction was heated to 40° C. for 18 hours. The solvent was then evaporated off and the residue diluted with water (3 ml) and acidified with acetic acid (1N, 3 ml). The solid was filtered off to give the title compound (0.1 g, 88%) as a white solid.